Dataset: the Open Reaction Database (ORD), a public repository of structured organic reaction records. Task: describe an organic reaction: reactants, conditions, products, and yield Starting materials: [Li+].[CH-]1C=CC=C1 (lithium cyclopentadienylide), FC1=CC=C(C(=O)C2=CC=C(C=C2)S(=O)(=O)C)C=C1 (4-fluoro-4'-methylsulfonylbenzophenone). Solvent: O1CCCC1 (tetrahydrofuran), O1CCCC1 (tetrahydrofuran). Reaction conditions: temperature 10 celsius, time 2 hour. The product is C1(C=CC=C1)=C(C1=CC=C(C=C1)S(=O)(=O)C)C1=CC=C(C=C1)F (4-[(cyclopenta-2,4-dienylidene)(4-fluorophenyl)methyl]methylsulfonylbenzene). The yield is 27.6%. Reaction SMILES: [Li+].[CH-:2]1[CH:6]=[CH:5][CH:4]=[CH:3]1.[F:7][C:8]1[CH:25]=[CH:24][C:11]([C:12]([C:14]2[CH:19]=[CH:18][C:17]([S:20]([CH3:23])(=[O:22])=[O:21])=[CH:16][CH:15]=2)=O)=[CH:10][CH:9]=1>O1CCCC1>[C:2]1(=[C:12]([C:11]2[CH:10]=[CH:9][C:8]([F:7])=[CH:25][CH:24]=2)[C:14]2[CH:19]=[CH:18][C:17]([S:20]([CH3:23])(=[O:21])=[O:22])=[CH:16][CH:15]=2)[CH:6]=[CH:5][CH:4]=[CH:3]1 |f:0.1|. Procedure: A solution of 3.7 g (50 mmol) of lithium cyclopentadienylide in 90 ml of anhydrous tetrahydrofuran is added to a solution of 11.1 g (40 mmol) of 4-fluoro-4'-methylsulfonylbenzophenone, prepared in Example 2, in 70 ml of anhydrous tetrahydrofuran, cooled to 10° C. The reaction medium is stirred for 2 hours at this temperature and then for 24 hours at room temperature. It is subsequently poured onto ice. After dilution with water, the mixture is extracted with t-butyl methyl ether. The organic pha... The reactants are NC=1C=C(C=CC1Cl)N1C(C=2C(C1=O)=CC=CC2)=O (N-(3-amino-4-chlorophenyl)phthalimide), BrC(C(=O)OCCC(C)C)C (isopentyl 2-bromopropionate), C(O)([O-])=O.[Na+] (sodium hydrogencarbonate). Solvent: C(C)(=O)OCC (ethyl acetate). Run at temperature 150 celsius. Product: ClC1=C(C=C(C=C1)N1C(C=2C(C1=O)=CC=CC2)=O)NC(C(=O)OCCC(C)C)C (Isopentyl 2-[(2-Chloro-5-phthalimidophenyl)amino]propionate). The yield is 65.3%. As a reaction SMILES: [NH2:1][C:2]1[CH:3]=[C:4]([N:9]2[C:13](=[O:14])[C:12]3=[CH:15][CH:16]=[CH:17][CH:18]=[C:11]3[C:10]2=[O:19])[CH:5]=[CH:6][C:7]=1[Cl:8].Br[CH:21]([CH3:30])[C:22]([O:24][CH2:25][CH2:26][CH:27]([CH3:29])[CH3:28])=[O:23].C(=O)([O-])O.[Na+]>C(OCC)(=O)C>[Cl:8][C:7]1[CH:6]=[CH:5][C:4]([N:9]2[C:13](=[O:14])[C:12]3=[CH:15][CH:16]=[CH:17][CH:18]=[C:11]3[C:10]2=[O:19])=[CH:3][C:2]=1[NH:1][CH:21]([CH3:30])[C:22]([O:24][CH2:25][CH2:26][CH:27]([CH3:29])[CH3:28])=[O:23] |f:2.3|. Procedure: A mixture of 1.64 g of N-(3-amino-4-chlorophenyl)phthalimide, 2.68 g of isopentyl 2-bromopropionate, and 0.60 g of sodium hydrogencarbonate was heated at 150° C. for 5 hours while stirring. While the reaction mixture was hot, ethyl acetate was added thereto, and the reaction mixture was washed successively with water and a saturated sodium chloride aqueous solution, and dried over anhydrous magnesium sulfate. The solvent was evaporated under reduced pressure, and the residue was purified by sili...